This data is from the Open Reaction Database (ORD), a public repository of structured organic reaction records. The task is: describe an organic reaction: reactants, conditions, products, and yield Starting materials: C(C)OC(CC(C=CCCCCC1=NC(=CC=C1)NCC1=CC=C(C=C1)OC)C1=NC2=CC=CC=C2N=C1)=O ((±)9-[6-(4-Methoxy-benzylamino)-pyridin-2-yl]-3-quinoxalin-2-yl-non-4-enoic acid ethyl ester), C(=O)[O-].[NH4+] (ammonium formate), NH4CO2. The reagents and catalysts are [Pd] (Pd—C), [Pd] (Pd—C). The solvent is CCO (EtOH). Yields the product C(C)OC(CC(CCCCCCC1=NC(=CC=C1)NCC1=CC=C(C=C1)OC)C1=NC2=CC=CC=C2N=C1)=O ((±)9-[6-(4-Methoxy-benzylamino)-pyridin-2-yl]-3-quinoxalin-2-yl nonanoic acid ethyl ester). Yield: 92.1%. RXN SMILES: [CH2:1]([O:3][C:4](=[O:39])[CH2:5][CH:6]([C:29]1[CH:38]=[N:37][C:36]2[C:31](=[CH:32][CH:33]=[CH:34][CH:35]=2)[N:30]=1)[CH:7]=[CH:8][CH2:9][CH2:10][CH2:11][CH2:12][C:13]1[CH:18]=[CH:17][CH:16]=[C:15]([NH:19][CH2:20][C:21]2[CH:26]=[CH:25][C:24]([O:27][CH3:28])=[CH:23][CH:22]=2)[N:14]=1)[CH3:2].C([O-])=O.[NH4+]>CCO.[Pd]>[CH2:1]([O:3][C:4](=[O:39])[CH2:5][CH:6]([C:29]1[CH:38]=[N:37][C:36]2[C:31](=[CH:32][CH:33]=[CH:34][CH:35]=2)[N:30]=1)[CH2:7][CH2:8][CH2:9][CH2:10][CH2:11][CH2:12][C:13]1[CH:18]=[CH:17][CH:16]=[C:15]([NH:19][CH2:20][C:21]2[CH:22]=[CH:23][C:24]([O:27][CH3:28])=[CH:25][CH:26]=2)[N:14]=1)[CH3:2] |f:1.2|. Procedure details: A solution of the 22-4 (0.141 g, 0.268 mmol) in 25 mL absolute EtOH was treated with 10% Pd—C (0.015 g, 10% by wt) at room temperature under an argon atmosphere. Then ammonium formate (0.101 g, 1.61 mmol) was added and the heterogeneous mixture was refluxed for 30 minutes. The reaction was >50% complete (by ms). At this point, more Pd—C (0.008 g, 5% by wt) and NH4CO2 (0.050 g, 0.80 mmol) were added and the mixture refluxed for an additional 30. minutes (reaction complete by ms). The solution was... Reactants: C(#N)C1=CC=C(OC=2C=C(C=C(C2)OC2=CC=C(C=C2)C#N)NC(=O)C2CCNCC2)C=C1 (4-[3,5-bis-(4-cyano-phenoxy)-phenyl-carbamoyl]-piperidine), BrCC1CC1 (bromomethylcyclopropane). The product is C(#N)C1=CC=C(OC=2C=C(C=C(C2)OC2=CC=C(C=C2)C#N)NC(=O)C2CCN(CC2)CC2CC2)C=C1 (1-Cyclopropylmethyl-piperidine-4-carboxylic acid[3,5-bis-(4-cyano-phenoxy)-phenyl]-amide). The yield is 59.4%. RXN SMILES: [C:1]([C:3]1[CH:33]=[CH:32][C:6]([O:7][C:8]2[CH:9]=[C:10]([NH:23][C:24]([CH:26]3[CH2:31][CH2:30][NH:29][CH2:28][CH2:27]3)=[O:25])[CH:11]=[C:12]([O:14][C:15]3[CH:20]=[CH:19][C:18]([C:21]#[N:22])=[CH:17][CH:16]=3)[CH:13]=2)=[CH:5][CH:4]=1)#[N:2].Br[CH2:35][CH:36]1[CH2:38][CH2:37]1>>[C:1]([C:3]1[CH:4]=[CH:5][C:6]([O:7][C:8]2[CH:9]=[C:10]([NH:23][C:24]([CH:26]3[CH2:27][CH2:28][N:29]([CH2:35][CH:36]4[CH2:38][CH2:37]4)[CH2:30][CH2:31]3)=[O:25])[CH:11]=[C:12]([O:14][C:15]3[CH:16]=[CH:17][C:18]([C:21]#[N:22])=[CH:19][CH:20]=3)[CH:13]=2)=[CH:32][CH:33]=1)#[N:2]. Reported procedure: Following the procedure of Example 11(e) 4-[3,5-bis-(4-cyano-phenoxy)-phenyl-carbamoyl]-piperidine 1.5 g (3.42 mmol) and bromomethylcyclopropane (0.647 g, 4.79 mmol) were used to afford 1.0 g of the required product. Percentage purity (LCMS): 73.1%, (M+1)=492.1+1. The reactants are CC(Oc1ccc(Oc2ccc(Br)cc2F)cc1)C(=O)Cl, CC(=O)CC(C)=O, [Na], O, c1ccccc1. Product: CC(=O)C(C(C)=O)C(=O)C(C)Oc1ccc(Oc2ccc(Br)cc2F)cc1. As a reaction SMILES: [Br:15][c:16]1[cH:17][c:18]([F:35])[c:19]([O:20][c:21]2[cH:22][cH:23][c:24]([O:25][CH:26]([C:27](=[O:28])[Cl:29])[CH3:30])[cH:31][cH:32]2)[cH:33][cH:34]1.[CH3:1][C:2]([CH2:3][C:4]([CH3:5])=[O:6])=[O:7].[Na:14].[OH2:36].[cH:8]1[cH:9][cH:10][cH:11][cH:12][cH:13]1>>[CH3:1][C:2]([CH:3]([C:4]([CH3:5])=[O:6])[C:27]([CH:26]([O:25][c:24]1[cH:23][cH:22][c:21]([O:20][c:19]2[c:18]([F:35])[cH:17][c:16]([Br:15])[cH:34][cH:33]2)[cH:32][cH:31]1)[CH3:30])=[O:28])=[O:7]. Yields the product COC(=O)c1cccc(O)c1O. RXN SMILES: [CH3:16][OH:17].[CH3:1][C:2](=[O:3])[Cl:4].[OH:5][c:6]1[c:7]([C:8](=[O:9])[OH:10])[cH:11][cH:12][cH:13][c:14]1[OH:15]>>[CH3:1][O:10][C:8]([c:7]1[c:6]([OH:5])[c:14]([OH:15])[cH:13][cH:12][cH:11]1)=[O:9]. The reactants are CO, CC(=O)Cl, O=C(O)c1cccc(O)c1O. The reactants are OC=1C=C(C(=O)O)C=C(C1C)O (3,5-Dihydroxy-4-methylbenzoic acid), CC=1C=CC(=CC1)S(=O)(=O)O (PTSA). Solvent: CO (methanol). Yields the product OC=1C=C(C(=O)OC)C=C(C1C)O (Methyl 3,5-dihydroxy-4-methylbenzoate). As a reaction SMILES: [OH:1][C:2]1[CH:3]=[C:4]([CH:8]=[C:9]([OH:12])[C:10]=1[CH3:11])[C:5]([OH:7])=[O:6].[CH3:13]C1C=CC(S(O)(=O)=O)=CC=1>CO>[OH:1][C:2]1[CH:3]=[C:4]([CH:8]=[C:9]([OH:12])[C:10]=1[CH3:11])[C:5]([O:7][CH3:13])=[O:6]. Procedure details: 3,5-Dihydroxy-4-methylbenzoic acid (5.0 g, 29.79 mmol, 1.0 eq) and PTSA (1.13 g, 5.94 mmol, 0.2 eq) were dissolved in 50 ml of methanol, and the mixture was heated to reflux for 6 h. Methanol was evaporated. The resultant solid was washed with 10% sodium bicarbonate solution. The aqueous solution was extracted thrice with ethyl acetate. The combined organic layer was dried over sodium sulphate and evaporated under vacuum. Yield: 5.25 g (96%). 1H NMR (400 MHz, DMSO-d6): δ 1.98 (s, 3H), 3.78 (s, 3...